From a dataset of the Open Reaction Database (ORD), a public repository of structured organic reaction records. describe an organic reaction: reactants, conditions, products, and yield The reactants are COC=1C(C2CC=CCC2C(C1)=O)=O (2-Methoxy-4a,5,8,8a-tetrahydronaphthalene-1,4-dione), N#N (N2), Cl (HCl), N#N (N2), C(=O)([O-])[O-].[K+].[K+] (K2CO3), benzene petroleum ether. Solvent: CO (MeOH). Yields the product COC1=C(C=2CC=CCC2C(=C1)O)O (2-Methoxy-5,8-dihydronaphthalene-1,4-diol). As a reaction SMILES: [CH3:1][O:2][C:3]1[C:4](=[O:14])[CH:5]2[CH:10]([C:11](=[O:13])[CH:12]=1)[CH2:9][CH:8]=[CH:7][CH2:6]2.N#N.C([O-])([O-])=O.[K+].[K+].Cl>CO>[CH3:1][O:2][C:3]1[CH:12]=[C:11]([OH:13])[C:10]2[CH2:9][CH:8]=[CH:7][CH2:6][C:5]=2[C:4]=1[OH:14] |f:2.3.4|. Procedure details: A solution of 2-methoxy-4a,5,8,8a-tetrahydronaphthalene-1,4-dione (55, 542 mg, 2.82 mmol) in MeOH (50 mL) was purged with a stream of N2 for 5 min with stirring at rt. With continued N2 purging, solid K2CO3 (390 mg, 2.82 mmol, Baker) was added to the stirred solution. The solution immediately turned yellow. The reaction was allowed to stir for 15 min at rt under N2, after which it was brown. To this there was added a dilute HCl solution (10% concd HCl, 90% H2O, 50 mL) in one portion. The MeOH wa... The reactants are BrC=1C=C(C=CC1)NC1=C(C=NC2=C(C=C(C=C12)[N+](=O)[O-])OC)C#N (4-[(3-bromophenyl)amino]-8-methoxy-6-nitro-quinoline-3-carbonitrile), [Cl-].[NH4+] (ammonium chloride), CO (methanol). Reagents/catalysts: [Fe] (iron). Run in O (water), C(C)(=O)OCC (ethyl acetate). Product: NC=1C=C2C(=C(C=NC2=C(C1)OC)C#N)NC1=CC(=CC=C1)Br (6-Amino-4-(3-bromo-phenylamino)-8-methoxy-quinoline-3-carbonitrile). As a reaction SMILES: [Br:1][C:2]1[CH:3]=[C:4]([NH:8][C:9]2[C:18]3[C:13](=[C:14]([O:22][CH3:23])[CH:15]=[C:16]([N+:19]([O-])=O)[CH:17]=3)[N:12]=[CH:11][C:10]=2[C:24]#[N:25])[CH:5]=[CH:6][CH:7]=1.[Cl-].[NH4+].CO>O.C(OCC)(=O)C.[Fe]>[NH2:19][C:16]1[CH:17]=[C:18]2[C:13](=[C:14]([O:22][CH3:23])[CH:15]=1)[N:12]=[CH:11][C:10]([C:24]#[N:25])=[C:9]2[NH:8][C:4]1[CH:5]=[CH:6][CH:7]=[C:2]([Br:1])[CH:3]=1 |f:1.2|. Reported procedure: A mixture of 2.15 g (5 mmol) of 4-[(3-bromophenyl)amino]-8-methoxy-6-nitro-quinoline-3-carbonitrile, 1.95 g (37.5 mmol) of ammonium chloride, and 1.26 g (22.5 mmol) iron was stirred at reflux in 40 ml of water and 40 ml of methanol for 3 hours. The mixture was diluted with 500 ml of hot ethyl acetate and the hot mixture was filtered. The filtration was washed with saturated sodium chloride solution and then the organic layer was dried over sodium sulfate. The solution was concentrated and 0.43 o... Reactants: C(C)OC(CN(C(=O)OC(C)(C)C)[C@@H](C(=O)N1[C@@H](CCC1)C(=O)O)CC1=CC=C(C=C1)OC)=O ({[2-{2-(S)-Carboxy-pyrrolidin-1-yl}-1-(R)-(4-methoxybenzyl)-2-oxo-ethyl]-tert.-butoxycarbonyl-amino}-acetic acid ethyl ester), NCC=1C=C2C=CN=C(C2=CC1)N (6-aminomethyl-isoquinolin-1-ylamine), CN1CCOCC1 (N-methyl morpholine), F[B-](F)(F)F.N1(N=NC2=C1C=CC=C2)OC(=[N+](C)C)N(C)C (2-(1H-benzotriazole-1-yl)-1,1,3,3-tetramethyluronium tetrafluoroborate). The solvent is CN(C=O)C (N,N-dimethyl formamide). Conditions: time 3 hour. The product is C(C)OC(CN(C(=O)OC(C)(C)C)[C@@H](C(=O)N1[C@@H](CCC1)C(NCC=1C=C2C=CN=C(C2=CC1)N)=O)CC1=CC=C(C=C1)OC)=O ({[2-{2-(S)-[(1-Amino-isoquinolin-6-ylmethyl)-carbamoyl]-pyrrolidin-1-yl}-1-(R)-(4-methoxybenzyl)-2-oxo-ethyl]-tert.-butoxycarbonyl-amino}-acetic acid ethyl ester). Isolated yield 97.5%. Reaction SMILES: [CH2:1]([O:3][C:4](=[O:34])[CH2:5][N:6]([C@H:14]([CH2:25][C:26]1[CH:31]=[CH:30][C:29]([O:32][CH3:33])=[CH:28][CH:27]=1)[C:15]([N:17]1[CH2:21][CH2:20][CH2:19][C@H:18]1[C:22](O)=[O:23])=[O:16])[C:7]([O:9][C:10]([CH3:13])([CH3:12])[CH3:11])=[O:8])[CH3:2].[NH2:35][CH2:36][C:37]1[CH:38]=[C:39]2[C:44](=[CH:45][CH:46]=1)[C:43]([NH2:47])=[N:42][CH:41]=[CH:40]2.CN1CCOCC1.F[B-](F)(F)F.N1(OC(N(C)C)=[N+](C)C)C2C=CC=CC=2N=N1>CN(C)C=O>[CH2:1]([O:3][C:4](=[O:34])[CH2:5][N:6]([C@H:14]([CH2:25][C:26]1[CH:27]=[CH:28][C:29]([O:32][CH3:33])=[CH:30][CH:31]=1)[C:15]([N:17]1[CH2:21][CH2:20][CH2:19][C@H:18]1[C:22](=[O:23])[NH:35][CH2:36][C:37]1[CH:38]=[C:39]2[C:44](=[CH:45][CH:46]=1)[C:43]([NH2:47])=[N:42][CH:41]=[CH:40]2)=[O:16])[C:7]([O:9][C:10]([CH3:12])([CH3:13])[CH3:11])=[O:8])[CH3:2] |f:3.4|. Reported procedure: A mixture of {[2-{2-(S)-Carboxy-pyrrolidin-1-yl}-1-(R)-(4-methoxybenzyl)-2-oxo-ethyl]-tert.-butoxycarbonyl-amino}-acetic acid ethyl ester (0.240 g), 6-aminomethyl-isoquinolin-1-ylamine (0.092 g), N-methyl morpholine (0.170 mL) and 0.160 g of 2-(1H-benzotriazole-1-yl)-1,1,3,3-tetramethyluronium tetrafluoroborate (TBTU) in 8 mL of dry N,N-dimethyl formamide was stirred for 3 h at ambient temperature. Removal of the solvent in vacuo followed by purification of the remaining residue by silica chroma...